This data is from the Open Reaction Database (ORD), a public repository of structured organic reaction records. The task is: describe an organic reaction: reactants, conditions, products, and yield Reaction SMILES: [C:1]([CH3:2])([CH3:3])([CH3:4])[CH:5]([C:6](=[O:7])[O-:8])[n:9]1[c:10]([S:18][CH2:19][c:20]2[cH:21][c:22]([C:26](=[O:27])[O:28][CH3:29])[cH:23][cH:24][cH:25]2)[n:11][c:12]2[c:13]1[cH:14][cH:15][cH:16][cH:17]2.[Cl:37][CH2:38][Cl:39].[F:30][C:31]([F:32])([F:33])[C:34]([OH:35])=[O:36]>>[CH2:5]([C:6](=[O:7])[OH:8])[n:9]1[c:10]([S:18][CH2:19][c:20]2[cH:21][c:22]([C:26](=[O:27])[O:28][CH3:29])[cH:23][cH:24][cH:25]2)[n:11][c:12]2[c:13]1[cH:14][cH:15][cH:16][cH:17]2. Product: COC(=O)c1cccc(CSc2nc3ccccc3n2CC(=O)O)c1. Reactants: COC(=O)c1cccc(CSc2nc3ccccc3n2C(C(=O)[O-])C(C)(C)C)c1, ClCCl, O=C(O)C(F)(F)F. Reactants: [BH4-].[Na+] (Sodium borohydride), C(=O)C1=C(C=CCC2=C(C=CC(=C2)OC)O)C=CC=C1 (2-(o-formylcinnamyl)-4-methoxyphenol). Run in CO (methanol). Run at time 2 hour. The product is OCC1=C(C=CCC2=C(C=CC(=C2)OC)O)C=CC=C1 (2-(o-Hydroxymethylcinnamyl)-4-methoxyphenol). Reaction SMILES: [BH4-].[Na+].[CH:3]([C:5]1[CH:22]=[CH:21][CH:20]=[CH:19][C:6]=1[CH:7]=[CH:8][CH2:9][C:10]1[CH:15]=[C:14]([O:16][CH3:17])[CH:13]=[CH:12][C:11]=1[OH:18])=[O:4]>CO>[OH:4][CH2:3][C:5]1[CH:22]=[CH:21][CH:20]=[CH:19][C:6]=1[CH:7]=[CH:8][CH2:9][C:10]1[CH:15]=[C:14]([O:16][CH3:17])[CH:13]=[CH:12][C:11]=1[OH:18] |f:0.1|. Procedure details: Sodium borohydride (35 mg) was added in one portion to a solution of 2-(o-formylcinnamyl)-4-methoxyphenol (240 mg; 0.89 mM) in 5 ml of methanol. The reaction was stirred at room temperature for 2 hours and then the solvent was removed in vacuo. The residue was taken up in 2N aqueous hydrochloric acid and extracted with ether. The ethereal phase was washed with water, dried over magnesium sulfate, stripped of solvent, and filtered through 11/2" of silica gel in a 30 ml fritted funnel with 50% eth... Starting materials: C1(CCCCC1)N=C=NC1CCCCC1 (dicyclohexylcarbodiimide), ON1N=NC2=C1C=CC=C2 (1-Hydroxybenzotriazole), C(C)(C)(C)C=1C=C(C(=O)O)C=C(C1O)C(C)(C)C (3,5-di-tert-butyl-4-hydroxybenzoic acid), CC1SC2(CN1)CCN(CC2)C (2,8-dimethyl-1-thia-3,8-diaza-spiro[4.5]decane), C(=O)(NC1CCCCC1)NC1CCCCC1 (Dicyclohexylurea), by-product. Run in O (water), ClCCl (dichloromethane), ClCCl (dichloromethane). Reaction conditions: time 5 minute. Yields the product C(C)(C)(C)C=1C=C(C=C(C1O)C(C)(C)C)C(=O)N1C(SC2(C1)CCN(CC2)C)C ((3,5-di-tert-butyl-4-hydroxy-phenyl)-(2,8-dimethyl-1-thia-3,8-diaza-spiro[4.5]dec-3-yl)-methanone). Reaction SMILES: C1(N=C=NC2CCCCC2)CCCCC1.[C:16]([C:20]1[CH:21]=[C:22]([CH:26]=[C:27]([C:30]([CH3:33])([CH3:32])[CH3:31])[C:28]=1[OH:29])[C:23](O)=[O:24])([CH3:19])([CH3:18])[CH3:17].C(NC1CCCCC1)(NC1CCCCC1)=O.ON1C2C=CC=CC=2N=N1.[CH3:60][CH:61]1[NH:65][CH2:64][C:63]2([CH2:70][CH2:69][N:68]([CH3:71])[CH2:67][CH2:66]2)[S:62]1>ClCCl.O>[C:30]([C:27]1[CH:26]=[C:22]([C:23]([N:65]2[CH2:64][C:63]3([CH2:70][CH2:69][N:68]([CH3:71])[CH2:67][CH2:66]3)[S:62][CH:61]2[CH3:60])=[O:24])[CH:21]=[C:20]([C:16]([CH3:19])([CH3:17])[CH3:18])[C:28]=1[OH:29])([CH3:31])([CH3:33])[CH3:32]. Procedure: A solution of dicyclohexylcarbodiimide (985 mg, 4.77 mmol) in dry and distilled dichloromethane (10 ml) was added to a stirred solution of 3,5-di-tert-butyl-4-hydroxybenzoic acid (1.14 g, 4.55 mmol) in dichloromethane (15 ml) at room temperature under an argon atmosphere. Dicyclohexylurea began to precipitate as a white solid. 1-Hydroxybenzotriazole (645 mg, 4.77 mmol) was added and the resulting solution was stirred at room temperature for 5 min. 2,8-dimethyl-1-thia-3,8-diaza-spiro[4.5]decane (... The reactants are COC(C1=CC(=CC=C1)I)=O (methyl-m-iodobenzoate), ClCl (chlorine). Run in C(Cl)(Cl)Cl (chloroform). Product: [Cl-].[Cl-].COC(C1=CC(=CC=C1)I)=O (methyl-m-iodobenzoate dichloride). As a reaction SMILES: [CH3:1][O:2][C:3](=[O:11])[C:4]1[CH:9]=[CH:8][CH:7]=[C:6]([I:10])[CH:5]=1.[Cl:12]Cl>C(Cl)(Cl)Cl>[Cl-:12].[Cl-:12].[CH3:1][O:2][C:3](=[O:11])[C:4]1[CH:9]=[CH:8][CH:7]=[C:6]([I:10])[CH:5]=1 |f:3.4.5|. Procedure: A solution of 5.0 g methyl-m-iodobenzoate in 70 ml chloroform was cooled to 0°-10° and treated with gaseous chlorine for 1 hour. The resulting yellow solution was evaporated to afford 6.2 g methyl-m-iodobenzoate dichloride as yellow needles, mp=108°-110°. IR: 5.83, 7.80, 8.00, 8.90, 9.18, 10.52, 11.12, 12.39, and 13.48. The reactants are C(C)OP(=O)(OCC)C1=CC=C(C=C1)C1=CC=C(C=N1)C(C)(C)NC(OC(C)(C)C)=O (tert-butyl 2-(6-(4-(diethoxyphosphoryl)phenyl)pyridin-3-yl)propan-2-ylcarbamate). Solvent: Cl (HCl), O1CCOCC1 (dioxane). Reaction conditions: temperature 50 celsius, time 4 hour. Product: NC(C)(C)C=1C=CC(=NC1)C1=CC=C(C=C1)P(OCC)(OCC)=O (Diethyl 4-(5-(2-aminopropan-2-yl)pyridin-2-yl)phenylphosphonate). RXN SMILES: [CH2:1]([O:3][P:4]([C:9]1[CH:14]=[CH:13][C:12]([C:15]2[N:20]=[CH:19][C:18]([C:21]([NH:24]C(=O)OC(C)(C)C)([CH3:23])[CH3:22])=[CH:17][CH:16]=2)=[CH:11][CH:10]=1)([O:6][CH2:7][CH3:8])=[O:5])[CH3:2]>Cl.O1CCOCC1>[NH2:24][C:21]([C:18]1[CH:17]=[CH:16][C:15]([C:12]2[CH:13]=[CH:14][C:9]([P:4](=[O:5])([O:6][CH2:7][CH3:8])[O:3][CH2:1][CH3:2])=[CH:10][CH:11]=2)=[N:20][CH:19]=1)([CH3:22])[CH3:23]. Procedure details: tert-butyl 2-(6-(4-(diethoxyphosphoryl)phenyl)pyridin-3-yl)propan-2-ylcarbamate (5.3 g, 11.8 mmol) was dissolved in HCl in dioxane (30 ml), the mixture was stirred at 50° C. for 4 hours. Then evaporated the solvent and the residue diluted with H2O (5 ml), extracted with ethyl acetate and the water phase was adjusted to pH=9 with 1N aqueous NaOH, extracted with ethyl acetate and the organic phase washed with brine and dried, concentrated under vacuo to give the product 33-g. The reactants are CCN(CC)CCCN, C1CCCCC1, O, CCOC(=O)Cn1ncc(-c2ccccn2)c1-c1ccccc1. Yields the product CCN(CC)CCCNC(=O)Cn1ncc(-c2ccccn2)c1-c1ccccc1. As a reaction SMILES: [CH2:24]([CH3:25])[N:26]([CH2:27][CH2:28][CH2:29][NH2:30])[CH2:31][CH3:32].[CH2:34]1[CH2:35][CH2:36][CH2:37][CH2:38][CH2:39]1.[OH2:33].[c:1]1(-[c:7]2[c:8](-[c:18]3[n:19][cH:20][cH:21][cH:22][cH:23]3)[cH:9][n:10][n:11]2[CH2:12][C:13]([O:15][CH2:14][CH3:16])=[O:17])[cH:2][cH:3][cH:4][cH:5][cH:6]1>>[c:1]1(-[c:7]2[c:8](-[c:18]3[n:19][cH:20][cH:21][cH:22][cH:23]3)[cH:9][n:10][n:11]2[CH2:12][C:13](=[O:15])[NH:30][CH2:29][CH2:28][CH2:27][N:26]([CH2:24][CH3:25])[CH2:31][CH3:32])[cH:2][cH:3][cH:4][cH:5][cH:6]1.